The task is: describe an organic reaction: reactants, conditions, products, and yield. This data is from the Open Reaction Database (ORD), a public repository of structured organic reaction records. Reactants: CCOC(=O)C (EtOAc), N1=C(N=CC=C1)CN1CCOC2=C(C1=O)C=C(C=C2)B2OC(C(O2)(C)C)(C)C (4-(pyrimidin-2-ylmethyl)-7-(4,4,5,5-tetramethyl-1,3,2-dioxaborolan-2-yl)-3,4-dihydrobenzo[f][1,4]oxazepin-5(2H)-one), BrC=1SC(=CC1)C (2-bromo-5-methylthiophene), C([O-])([O-])=O.[Cs+].[Cs+] (cesium carbonate). Reagents/catalysts: C1(=CC=CC=C1)P([C-]1C=CC=C1)C1=CC=CC=C1.[C-]1(C=CC=C1)P(C1=CC=CC=C1)C1=CC=CC=C1.[Fe+2] (1,1′-Bis(diphenylphosphino)ferrocene), Cl[Pd]Cl (dichloropalladium). The solvent is CN(C)C=O (DMF), O (water). Conditions: temperature 85 celsius. Product: CC1=CC=C(S1)C=1C=CC2=C(C(N(CCO2)CC2=NC=CC=N2)=O)C1 (7-(5-methylthiophen-2-yl)-4-(pyrimidin-2-ylmethyl)-3,4-dihydrobenzo[f][1,4]oxazepin-5(2H)-one). Reaction SMILES: [N:1]1[CH:6]=[CH:5][CH:4]=[N:3][C:2]=1[CH2:7][N:8]1[C:14](=[O:15])[C:13]2[CH:16]=[C:17](B3OC(C)(C)C(C)(C)O3)[CH:18]=[CH:19][C:12]=2[O:11][CH2:10][CH2:9]1.Br[C:30]1[S:31][C:32]([CH3:35])=[CH:33][CH:34]=1.C(=O)([O-])[O-].[Cs+].[Cs+].CCOC(C)=O>CN(C=O)C.O.C1(P(C2C=CC=CC=2)[C-]2C=CC=C2)C=CC=CC=1.[C-]1(P(C2C=CC=CC=2)C2C=CC=CC=2)C=CC=C1.[Fe+2].Cl[Pd]Cl>[CH3:35][C:32]1[S:31][C:30]([C:17]2[CH:18]=[CH:19][C:12]3[O:11][CH2:10][CH2:9][N:8]([CH2:7][C:2]4[N:1]=[CH:6][CH:5]=[CH:4][N:3]=4)[C:14](=[O:15])[C:13]=3[CH:16]=2)=[CH:34][CH:33]=1 |f:2.3.4,8.9.10|. Reported procedure: A mixture of 4-(pyrimidin-2-ylmethyl)-7-(4,4,5,5-tetramethyl-1,3,2-dioxaborolan-2-yl)-3,4-dihydrobenzo[f][1,4]oxazepin-5(2H)-one (50 mg, 0.13 mmol), 2-bromo-5-methylthiophene (28 mg, 0.156 mmol), cesium carbonate (128 mg, 0.39 mmol), 1,1′-Bis(diphenylphosphino)ferrocene]dichloropalladium (9 mg, 0.013 mmol) was dissolved in a degassed mixture of DMF and water 3/1.5 (4.5 ml). The mixture was heated in microwave at 85° C. for 40 min. The mixture was poured into EtOAc and washed with water and brine...